Dataset: the Open Reaction Database (ORD), a public repository of structured organic reaction records. Task: describe an organic reaction: reactants, conditions, products, and yield The reactants are C(C)N1C(C(C2=C(C=CC(=C12)C1CC2=CC=C(C=C2CC1)OC)OC)=O)=O (1-ethyl-4-methoxy-7-(6-methoxy-1,2,3,4-tetrahydronaphthalen-2-yl)-1H-indole-2,3-dione), B.O1CCCC1 (borane tetrahydrofuran), ice water, N (ammonia). Run in O1CCCC1 (tetrahydrofuran). Product: C(C)N1C=CC=2C(=CC=C(C12)C1CC2=CC=C(C=C2CC1)O)O (1-Ethyl-7-(6-hydroxy-1,2,3,4-tetrahydronaphthalen-2-yl)-1H-indol-4-ol). Isolated yield 5.2%. RXN SMILES: [CH2:1]([N:3]1[C:11]2[C:6](=[C:7]([O:24]C)[CH:8]=[CH:9][C:10]=2[CH:12]2[CH2:21][CH2:20][C:19]3[C:14](=[CH:15][CH:16]=[C:17]([O:22]C)[CH:18]=3)[CH2:13]2)[C:5](=O)[C:4]1=O)[CH3:2].B.O1CCCC1.N>O1CCCC1>[CH2:1]([N:3]1[C:11]2[C:10]([CH:12]3[CH2:21][CH2:20][C:19]4[C:14](=[CH:15][CH:16]=[C:17]([OH:22])[CH:18]=4)[CH2:13]3)=[CH:9][CH:8]=[C:7]([OH:24])[C:6]=2[CH:5]=[CH:4]1)[CH3:2] |f:1.2|. Procedure: A mixture of 1-ethyl-4-methoxy-7-(6-methoxy-1,2,3,4-tetrahydronaphthalen-2-yl)-1H-indole-2,3-dione (160 mg), borane-tetrahydrofuran complex (1.0 M solution in tetrahydrofuran) (1.8 ml) and tetrahydrofuran (10 ml) was refluxed for 1 hour. After dilution with ice water, ammonia solution was added thereto, the solution was extracted with ethyl acetate, then washed with brine, dried over magnesium sulfate, and then the solvent was evaporated in vacuo. The residue was purified by silica gel column ch...